From a dataset of the Open Reaction Database (ORD), a public repository of structured organic reaction records. describe an organic reaction: reactants, conditions, products, and yield The reactants are BrC=1C(=C(C(=O)C(C(=O)OCC)=COCC)C=C(C1F)F)F (ethyl 2-(3-bromo-2,4,5-trifluorobenzoyl)-3-ethoxyacrylate), C1(CC1)N (cyclopropylamine). Run in C(C)O (ethanol), C(C)O (ethanol). Conditions: time 2.5 hour. Yields the product BrC=1C(=C(C(=O)C(C(=O)OCC)=CNC2CC2)C=C(C1F)F)F (Ethyl 2-(3-bromo-2,4,5-trifluorobenzoyl)-3-cyclopropylaminoacrylate). The yield is 75.5%. RXN SMILES: [Br:1][C:2]1[C:3]([F:22])=[C:4]([CH:17]=[C:18]([F:21])[C:19]=1[F:20])[C:5]([C:7](=[CH:13]OCC)[C:8]([O:10][CH2:11][CH3:12])=[O:9])=[O:6].[CH:23]1([NH2:26])[CH2:25][CH2:24]1>C(O)C>[Br:1][C:2]1[C:3]([F:22])=[C:4]([CH:17]=[C:18]([F:21])[C:19]=1[F:20])[C:5]([C:7](=[CH:13][NH:26][CH:23]1[CH2:25][CH2:24]1)[C:8]([O:10][CH2:11][CH3:12])=[O:9])=[O:6]. Procedure details: To a solution of ethyl 2-(3-bromo-2,4,5-trifluorobenzoyl)-3-ethoxyacrylate (1.75 g) in absolute ethanol (5 ml) was added a solution of cyclopropylamine (0.32 g) in absolute ethanol (2 ml) under ice-cooling during 30 minutes. The mixture was stirred at 5°-20° C. for 2.5 hours and concentrated. The residue was recrystallized from petroleum ether to give the title compound (1.36 g), mp 74°-76° C. The reactants are CCCCCCNCc1ccc(C#Cc2ccc(CCCC)cc2)cc1, [K+], [K+], O=C([O-])[O-], C1COCCO1, O, O=C(O)c1ccccc1O, O=S(=O)(Cl)Cl. Product: CCCCCCN(Cc1ccc(C#Cc2ccc(CCCC)cc2)cc1)S(=O)(=O)c1ccc(O)c(C(=O)O)c1. Reaction SMILES: [CH2:1]([CH2:2][CH2:3][CH3:4])[c:5]1[cH:6][cH:7][c:8]([C:11]#[C:12][c:13]2[cH:14][cH:15][c:16]([CH2:17][NH:18][CH2:19][CH2:20][CH2:21][CH2:22][CH2:23][CH3:24])[cH:25][cH:26]2)[cH:9][cH:10]1.[K+:42].[K+:43].[O-:44][C:45]([O-:46])=[O:47].[O:48]1[CH2:49][CH2:50][O:51][CH2:52][CH2:53]1.[OH2:54].[OH:32][c:33]1[cH:34][cH:35][cH:36][cH:37][c:38]1[C:39](=[O:40])[OH:41].[S:27](=[O:28])(=[O:29])([Cl:30])[Cl:31]>>[CH2:1]([CH2:2][CH2:3][CH3:4])[c:5]1[cH:6][cH:7][c:8]([C:11]#[C:12][c:13]2[cH:14][cH:15][c:16]([CH2:17][N:18]([CH2:19][CH2:20][CH2:21][CH2:22][CH2:23][CH3:24])[S:27](=[O:28])(=[O:29])[c:36]3[cH:35][cH:34][c:33]([OH:32])[c:38]([C:39](=[O:40])[OH:41])[cH:37]3)[cH:25][cH:26]2)[cH:9][cH:10]1. The reactants are CC1CC(O[Si](C)(C)C(C)(C)C)CN1C(=O)OC(C)(C)C, CCCC[N+](CCCC)(CCCC)CCCC, [F-], C1CCOC1. Yields the product CC1CC(O)CN1C(=O)OC(C)(C)C. As a reaction SMILES: [C:1]([Si:2]([CH3:3])([CH3:4])[O:6][CH:7]1[CH2:8][CH:9]([CH3:19])[N:10]([C:12](=[O:13])[O:14][C:15]([CH3:16])([CH3:17])[CH3:18])[CH2:11]1)([CH3:5])([CH3:20])[CH3:21].[CH3:23][CH2:24][CH2:25][CH2:26][N+:27]([CH2:28][CH2:29][CH2:30][CH3:31])([CH2:32][CH2:33][CH2:34][CH3:35])[CH2:36][CH2:37][CH2:38][CH3:39].[F-:22].[O:40]1[CH2:41][CH2:42][CH2:43][CH2:44]1>>[OH:6][CH:7]1[CH2:8][CH:9]([CH3:19])[N:10]([C:12](=[O:13])[O:14][C:15]([CH3:16])([CH3:17])[CH3:18])[CH2:11]1. Starting materials: O=C(OCc1ccccc1)N1CC(O)CC1Cc1c[nH]c2ncccc12, C1CCOC1, O=C(O)c1ccc([N+](=O)[O-])cc1, CC(C)OC(=O)N=NC(=O)OC(C)C, c1ccc(P(c2ccccc2)c2ccccc2)cc1. Product: O=C(OC1CC(Cc2c[nH]c3ncccc23)N(C(=O)OCc2ccccc2)C1)c1ccc([N+](=O)[O-])cc1. Reaction SMILES: [CH2:1]([c:2]1[cH:3][cH:4][cH:5][cH:6][cH:7]1)[O:8][C:9](=[O:10])[N:11]1[CH:12]([CH2:17][c:18]2[cH:19][nH:20][c:21]3[n:22][cH:23][cH:24][cH:25][c:26]23)[CH2:13][CH:14]([OH:16])[CH2:15]1.[CH2:72]1[O:73][CH2:74][CH2:75][CH2:76]1.[N+:27](=[O:28])([O-:29])[c:30]1[cH:31][cH:32][c:33]([C:34](=[O:35])[OH:36])[cH:37][cH:38]1.[O:58]=[C:59]([O:60][CH:61]([CH3:62])[CH3:63])[N:64]=[N:65][C:66]([O:67][CH:68]([CH3:69])[CH3:70])=[O:71].[c:39]1([P:40]([c:41]2[cH:42][cH:43][cH:44][cH:45][cH:46]2)[c:47]2[cH:48][cH:49][cH:50][cH:51][cH:52]2)[cH:53][cH:54][cH:55][cH:56][cH:57]1>>[CH2:1]([c:2]1[cH:3][cH:4][cH:5][cH:6][cH:7]1)[O:8][C:9](=[O:10])[N:11]1[CH:12]([CH2:17][c:18]2[cH:19][nH:20][c:21]3[n:22][cH:23][cH:24][cH:25][c:26]23)[CH2:13][CH:14]([O:16][C:34]([c:33]2[cH:32][cH:31][c:30]([N+:27](=[O:28])[O-:29])[cH:38][cH:37]2)=[O:35])[CH2:15]1. The reactants are [K+], [K+], [K+], [OH-], O, CC(C(=O)O)c1cccc(Oc2ccccc2)c1O, O=S(=O)([O-])[O-]. The product is CC(C(=O)O)c1cccc(Oc2ccccc2)c1. As a reaction SMILES: [K+:1].[K+:28].[K+:2].[OH-:27].[OH2:29].[OH:8][c:9]1[c:10]([CH:11]([C:12](=[O:13])[OH:14])[CH3:15])[cH:16][cH:17][cH:18][c:19]1[O:20][c:21]1[cH:22][cH:23][cH:24][cH:25][cH:26]1.[S:3]([O-:4])([O-:5])(=[O:6])=[O:7]>>[cH:9]1[c:10]([CH:11]([C:12](=[O:13])[OH:14])[CH3:15])[cH:16][cH:17][cH:18][c:19]1[O:20][c:21]1[cH:22][cH:23][cH:24][cH:25][cH:26]1.